This data is from the Open Reaction Database (ORD), a public repository of structured organic reaction records. The task is: describe an organic reaction: reactants, conditions, products, and yield Reactants: CCOC(C)=O, COC(=O)Cc1c([N+](=O)[O-])ccc2c1OC(CNCc1ccccc1)CO2, CCO. Product: O=C1Cc2c(ccc3c2OC(CNCc2ccccc2)CO3)N1. Reaction SMILES: [C:31]([O:32][CH2:33][CH3:34])(=[O:35])[CH3:36].[CH2:1]([c:2]1[cH:3][cH:4][cH:5][cH:6][cH:7]1)[NH:8][CH2:9][CH:10]1[O:11][c:12]2[c:13]([cH:16][cH:17][c:18]([N+:25]([O-:23])=[O:24])[c:19]2[CH2:20][C:21](=[O:22])[O:26][CH3:27])[O:14][CH2:15]1.[CH2:28]([OH:29])[CH3:30]>>[CH2:1]([c:2]1[cH:3][cH:4][cH:5][cH:6][cH:7]1)[NH:8][CH2:9][CH:10]1[O:11][c:12]2[c:13]([cH:16][cH:17][c:18]3[c:19]2[CH2:20][C:21](=[O:22])[NH:25]3)[O:14][CH2:15]1. The reactants are COC1=C(C=CC(=C1)[N+](=O)[O-])N1C[C@@H](CC1)O ((R)-1-(2-methoxy-4-nitro-phenyl)-pyrrolidin-3-ol), Cl[Si](C(C)C)(C(C)C)C(C)C (chloro-triisopropyl-silane). Solvent: N1=CC=CC=C1 (pyridine). Run at temperature 0 celsius. Yields the product COC1=C(C=CC(=C1)[N+](=O)[O-])N1C[C@@H](CC1)O[Si](C(C)C)(C(C)C)C(C)C ((R)-1-(2-Methoxy-4-nitro-phenyl)-3-triisopropylsilanyloxy-pyrrolidine). The yield is 99.4%. RXN SMILES: [CH3:1][O:2][C:3]1[CH:8]=[C:7]([N+:9]([O-:11])=[O:10])[CH:6]=[CH:5][C:4]=1[N:12]1[CH2:16][CH2:15][C@@H:14]([OH:17])[CH2:13]1.Cl[Si:19]([CH:26]([CH3:28])[CH3:27])([CH:23]([CH3:25])[CH3:24])[CH:20]([CH3:22])[CH3:21]>N1C=CC=CC=1>[CH3:1][O:2][C:3]1[CH:8]=[C:7]([N+:9]([O-:11])=[O:10])[CH:6]=[CH:5][C:4]=1[N:12]1[CH2:16][CH2:15][C@@H:14]([O:17][Si:19]([CH:26]([CH3:28])[CH3:27])([CH:23]([CH3:25])[CH3:24])[CH:20]([CH3:22])[CH3:21])[CH2:13]1. Reported procedure: Dissolve the crude (R)-1-(2-methoxy-4-nitro-phenyl)-pyrrolidin-3-ol (10.9 g, 45.5 mmol) in dry pyridine (50 mL) and chill to 0° C. Add chloro-triisopropyl-silane (19.8 mL, 91 mmol) dropwise and then heat to 80° C. overnight. Remove the pyridine via reduced pressure and then wash the crude material with NaHSO3 solution and extract with EtOAc (3×100 mL). Combine the organic solutions, then dry and concentrate to give the crude product. Purify over a silica plug with hexanes (300 mL) and flush with...